From a dataset of the Open Reaction Database (ORD), a public repository of structured organic reaction records. describe an organic reaction: reactants, conditions, products, and yield Starting materials: C1N2CN3CN1CN(C2)C3, CC(C)Oc1ccc2c(c1)N(C)C(=O)C2(C)C, O, O=C(O)C(F)(F)F. Product: CC(C)Oc1cc2c(cc1C=O)C(C)(C)C(=O)N2C. As a reaction SMILES: [CH2:1]1[N:2]2[CH2:3][N:4]3[CH2:5][N:6]([CH2:7]2)[CH2:8][N:9]1[CH2:10]3.[CH:11]([CH3:12])([CH3:13])[O:14][c:15]1[cH:16][cH:17][c:18]2[c:22]([cH:23]1)[N:21]([CH3:24])[C:20](=[O:25])[C:19]2([CH3:26])[CH3:27].[OH2:28].[OH:29][C:30]([C:31]([F:32])([F:33])[F:34])=[O:35]>>[CH:11]([CH3:12])([CH3:13])[O:14][c:15]1[c:16]([CH:30]=[O:29])[cH:17][c:18]2[c:22]([cH:23]1)[N:21]([CH3:24])[C:20](=[O:25])[C:19]2([CH3:26])[CH3:27]. The reactants are C1(=CC=CC=C1)C=1N=NC=C(C1C=1OC=C(N1)C(C)O)C1=CC=CC=C1 (1-(2-(3,5-diphenylpyridazin-4-yl)oxazol-4-yl)ethanol), acid. The solvent is C1(=CC=CC=C1)C (toluene). The product is C1(=CC=CC=C1)C=1N=NC=C(C1C=1OC=C(N1)C=C)C1=CC=CC=C1 (2-(3,5-diphenylpyridazin-4-yl)-4-vinyloxazole). Isolated yield 96.0%. Reaction SMILES: [C:1]1([C:7]2[N:8]=[N:9][CH:10]=[C:11]([C:21]3[CH:26]=[CH:25][CH:24]=[CH:23][CH:22]=3)[C:12]=2[C:13]2[O:14][CH:15]=[C:16]([CH:18](O)[CH3:19])[N:17]=2)[CH:6]=[CH:5][CH:4]=[CH:3][CH:2]=1>C1(C)C=CC=CC=1>[C:1]1([C:7]2[N:8]=[N:9][CH:10]=[C:11]([C:21]3[CH:22]=[CH:23][CH:24]=[CH:25][CH:26]=3)[C:12]=2[C:13]2[O:14][CH:15]=[C:16]([CH:18]=[CH2:19])[N:17]=2)[CH:6]=[CH:5][CH:4]=[CH:3][CH:2]=1. Reported procedure: To a solution of 1-(2-(3,5-diphenylpyridazin-4-yl)oxazol-4-yl)ethanol (30 mg, 0.08 mmol) in toluene (4 mL), p-tolenesulfonic acid (10 mg) was added and the reaction mixture was refluxed for 2 h. After complete consumption of starting materials, reaction was quenched by solid K2CO3. Solvents were evaporated under reduced pressure to obtain the crude product that was purified by column chromatography (100-200 mesh silica gel, 20% EtOAc-Hexane) to furnish 2-(3,5-diphenylpyridazin-4-yl)-4-vinyloxazo... Starting materials: [OH-].[Na+] (sodium hydroxide), C(C)(C)(C)OC(=O)N1C(OC[C@@H]1\C=C(/CC)\C1=CC=C(C=C1)Cl)(C)C ((S)-4-[(E)-2-(4-chloro-phenyl)-but-1-enyl]-2,2-dimethyl-oxazolidine-3-carboxylic acid tert-butyl ester), Cl (HCl). Run in C(C)(=O)OCC (ethyl acetate), O1CCOCC1 (dioxane), O1CCOCC1 (dioxane). Run at temperature 35 celsius, time 3.5 hour. The product is N[C@H](CO)\C=C(/CC)\C1=CC=C(C=C1)Cl ((E)-(S)-2-amino-4-(4-chloro-phenyl)-hex-3-en-1-ol). The yield is 103.6%. As a reaction SMILES: C(OC([N:8]1[C@@H:12](/[CH:13]=[C:14](/[C:17]2[CH:22]=[CH:21][C:20]([Cl:23])=[CH:19][CH:18]=2)\[CH2:15][CH3:16])[CH2:11][O:10]C1(C)C)=O)(C)(C)C.Cl.[OH-].[Na+]>O1CCOCC1.C(OCC)(=O)C>[NH2:8][C@@H:12](/[CH:13]=[C:14](/[C:17]1[CH:18]=[CH:19][C:20]([Cl:23])=[CH:21][CH:22]=1)\[CH2:15][CH3:16])[CH2:11][OH:10] |f:2.3|. Procedure details: To a stirred solution of (S)-4-[(E)-2-(4-chloro-phenyl)-but-1-enyl]-2,2-dimethyl-oxazolidine-3-carboxylic acid tert-butyl ester (820 mg) at r.t. in dioxane (8 ml) was added 4 M HCl solution in dioxane (11.2 ml). The mixture was stirred at 35° C. for 3.5 h. The mixture was then diluted with ethyl acetate and made basic by addition of 2 N aq sodium hydroxide solution. The phases were separated and the organic phase was washed with saturated brine, dried over sodium sulphate and concentrated in vac... Starting materials: [BH4-], CO, [Cl-], [NH4+], [Na+], CCCCCCCCCc1ccc(C(CCCC=O)C(=O)OC)cc1. Yields the product CCCCCCCCCc1ccc(C(CCCCO)C(=O)OC)cc1. As a reaction SMILES: [BH4-:26].[CH3:30][OH:31].[Cl-:28].[NH4+:29].[Na+:27].[O:1]=[CH:2][CH2:3][CH2:4][CH2:5][CH:6]([C:7](=[O:8])[O:9][CH3:10])[c:11]1[cH:12][cH:13][c:14]([CH2:17][CH2:18][CH2:19][CH2:20][CH2:21][CH2:22][CH2:23][CH2:24][CH3:25])[cH:15][cH:16]1>>[OH:1][CH2:2][CH2:3][CH2:4][CH2:5][CH:6]([C:7](=[O:8])[O:9][CH3:10])[c:11]1[cH:12][cH:13][c:14]([CH2:17][CH2:18][CH2:19][CH2:20][CH2:21][CH2:22][CH2:23][CH2:24][CH3:25])[cH:15][cH:16]1. Reactants: C(C)(C)(C)C1=CC=C(C=O)C=C1 (4-tert-butylbenzaldehyde), ClC1=C(C=CC=C1)CCN (2-(2-chloro-phenyl)-ethylamine), [BH4-].[Na+] (sodium borohydride). The reagents and catalysts are Cl (HCl). Run in CO (methanol). Run at time 30 minute. The product is C(C)(C)(C)C1=CC=C(CNCCC2=C(C=CC=C2)Cl)C=C1 ((4-tert-butyl-benzyl)-[2-(2-chloro-phenyl)-ethyl]-amine). Yield: 97.0%. RXN SMILES: [C:1]([C:5]1[CH:12]=[CH:11][C:8]([CH:9]=O)=[CH:7][CH:6]=1)([CH3:4])([CH3:3])[CH3:2].[Cl:13][C:14]1[CH:19]=[CH:18][CH:17]=[CH:16][C:15]=1[CH2:20][CH2:21][NH2:22].[BH4-].[Na+]>CO.Cl>[C:1]([C:5]1[CH:12]=[CH:11][C:8]([CH2:9][NH:22][CH2:21][CH2:20][C:15]2[CH:16]=[CH:17][CH:18]=[CH:19][C:14]=2[Cl:13])=[CH:7][CH:6]=1)([CH3:4])([CH3:3])[CH3:2] |f:2.3|. Procedure details: 0.38 ml of 4-tert-butylbenzaldehyde (2.25 mmol) and 0.215 ml 2-(2-chloro-phenyl)-ethylamine (1.5 mmol) were dissolved in 4.5 ml methanol at rt, and after stirring for 30 min at rt, were refluxed for 2.5 h. After cooling down to rt, 85 mg (2.25 mmol) sodium borohydride were added and after stirring for 5 min at rt, the reaction mixture was then refluxed for 3 h. After cooling down to rt, the reaction mixture was treated with 4 drops 1 N HCl and concentrated in vacuo. The residue was diluted with ...